Dataset: the Open Reaction Database (ORD), a public repository of structured organic reaction records. Task: describe an organic reaction: reactants, conditions, products, and yield The reactants are O=C(Cl)c1ccccc1, Cc1ccccc1, Cl, N=c1ccn(-c2ccccc2)nc1, [Na+], [OH-], O. Yields the product O=C(N=c1ccn(-c2ccccc2)nc1)c1ccccc1. RXN SMILES: [C:22]([c:23]1[cH:24][cH:25][cH:26][cH:27][cH:28]1)(=[O:29])[Cl:30].[CH3:1][c:2]1[cH:3][cH:4][cH:5][cH:6][cH:7]1.[ClH:8].[NH:9]=[c:10]1[cH:11][n:12][n:13](-[c:16]2[cH:17][cH:18][cH:19][cH:20][cH:21]2)[cH:14][cH:15]1.[Na+:32].[OH-:31].[OH2:33]>>[N:9](=[c:10]1[cH:11][n:12][n:13](-[c:16]2[cH:17][cH:18][cH:19][cH:20][cH:21]2)[cH:14][cH:15]1)[C:22]([c:23]1[cH:24][cH:25][cH:26][cH:27][cH:28]1)=[O:29]. Reactants: [Al+3], C1CCOC1, CCCCNc1cc(F)ccc1C(=O)N(C)OC, Cc1ccccc1, [H-], [H-], [H-], [H-], [Li+], COC(=O)C=P(c1ccccc1)(c1ccccc1)c1ccccc1. The product is CCCCNc1cc(F)ccc1C=CC(=O)OC. Reaction SMILES: [Al+3:20].[CH2:49]1[O:50][CH2:51][CH2:52][CH2:53]1.[CH3:1][O:2][N:3]([C:4]([c:5]1[c:6]([NH:12][CH2:13][CH2:14][CH2:15][CH3:16])[cH:7][c:8]([F:11])[cH:9][cH:10]1)=[O:18])[CH3:17].[CH3:54][c:55]1[cH:56][cH:57][cH:58][cH:59][cH:60]1.[H-:19].[H-:22].[H-:23].[H-:24].[Li+:21].[c:25]1([P:26]([c:27]2[cH:28][cH:29][cH:30][cH:31][cH:32]2)([c:33]2[cH:34][cH:35][cH:36][cH:37][cH:38]2)=[CH:44][C:45](=[O:46])[O:47][CH3:48])[cH:39][cH:40][cH:41][cH:42][cH:43]1>>[CH:4]([c:5]1[c:6]([NH:12][CH2:13][CH2:14][CH2:15][CH3:16])[cH:7][c:8]([F:11])[cH:9][cH:10]1)=[CH:44][C:45](=[O:46])[O:47][CH3:48].